Dataset: the Open Reaction Database (ORD), a public repository of structured organic reaction records. Task: describe an organic reaction: reactants, conditions, products, and yield Reactants: C(#C)[Mg]Cl (ethynylmagnesium chloride), O1CCC(CC1)=O (dihydro-2H-pyran-4(3H)-one), [NH4+].[Cl-] (NH4Cl). The solvent is C1CCOC1 (THF), C1CCOC1 (THF). Run at time 6 hour. Product: C(#C)C1(CCOCC1)O (4-ethynyltetrahydro-2H-pyran-4-ol). Yield: 78.0%. Reaction SMILES: [O:1]1[CH2:6][CH2:5][C:4](=[O:7])[CH2:3][CH2:2]1.[C:8]([Mg]Cl)#[CH:9].[NH4+].[Cl-]>C1COCC1>[C:8]([C:4]1([OH:7])[CH2:5][CH2:6][O:1][CH2:2][CH2:3]1)#[CH:9] |f:2.3|. Procedure details: A stirred solution of dihydro-2H-pyran-4(3H)-one (500 mg, 5.0 mmol) in dry THF (20 mL) was cooled to −70° C. and 0.5 M ethynylmagnesium chloride in THF (20 mL, 10 mmol) was added in a slow stream. The cooling bath was allowed to expire and the mixture was stirred as it warmed to rt. After 6 h, satd aq NH4Cl (20 mL) was added and the mixture was concentrated on the rotary evaporator. The aqueous residue was extracted with EtOAc (2×50 mL). The combined organic extracts were washed with brine, drie... Starting materials: COC(=O)Cn1c(C)c(Cc2snc(Cl)c2S(=O)(=O)c2ccccc2)c2cc(F)ccc21, [Li+], C1CCOC1, [OH-]. The product is Cc1c(Cc2snc(Cl)c2S(=O)(=O)c2ccccc2)c2cc(F)ccc2n1CC(=O)O. RXN SMILES: [CH3:1][O:2][C:3]([CH2:4][n:5]1[c:6]([CH3:31])[c:7]([CH2:15][c:16]2[c:17]([S:22](=[O:23])(=[O:24])[c:25]3[cH:26][cH:27][cH:28][cH:29][cH:30]3)[c:18]([Cl:21])[n:19][s:20]2)[c:8]2[cH:9][c:10]([F:14])[cH:11][cH:12][c:13]12)=[O:32].[Li+:33].[O:35]1[CH2:36][CH2:37][CH2:38][CH2:39]1.[OH-:34]>>[O:2]=[C:3]([CH2:4][n:5]1[c:6]([CH3:31])[c:7]([CH2:15][c:16]2[c:17]([S:22](=[O:23])(=[O:24])[c:25]3[cH:26][cH:27][cH:28][cH:29][cH:30]3)[c:18]([Cl:21])[n:19][s:20]2)[c:8]2[cH:9][c:10]([F:14])[cH:11][cH:12][c:13]12)[OH:32]. The reactants are O1C(C1)CN1C(C2=CC=CC=C2C1=O)=O (2-(oxiranylmethyl)-1H-isoindole-1,3-(2H)-dione), N1(CCCCC1)CC=1C=C(C=CC1)O (3-(1-piperidinylmethyl)phenol). Run in C(Cl)(Cl)Cl (chloroform). Conditions: temperature 130 celsius. Yields the product OC(CN1C(C2=CC=CC=C2C1=O)=O)COC1=CC(=CC=C1)CN1CCCCC1 (2-[2-Hydroxy-3-[3-(1-piperidinylmethyl)phenoxy]propyl]-1H-isoindole-1,3-(2H)dione). Yield: 100.1%. As a reaction SMILES: [O:1]1[CH2:3][CH:2]1[CH2:4][N:5]1[C:13](=[O:14])[C:12]2[C:7](=[CH:8][CH:9]=[CH:10][CH:11]=2)[C:6]1=[O:15].[N:16]1([CH2:22][C:23]2[CH:24]=[C:25]([OH:29])[CH:26]=[CH:27][CH:28]=2)[CH2:21][CH2:20][CH2:19][CH2:18][CH2:17]1>C(Cl)(Cl)Cl>[OH:1][CH:2]([CH2:3][O:29][C:25]1[CH:26]=[CH:27][CH:28]=[C:23]([CH2:22][N:16]2[CH2:21][CH2:20][CH2:19][CH2:18][CH2:17]2)[CH:24]=1)[CH2:4][N:5]1[C:6](=[O:15])[C:7]2[C:12](=[CH:11][CH:10]=[CH:9][CH:8]=2)[C:13]1=[O:14]. Procedure details: A mixture of 2-(oxiranylmethyl)-1H-isoindole-1,3-(2H)-dione (9.10 g) and 3-(1-piperidinylmethyl)phenol (8.55 g) was heated at 130° C. under nitrogen for 10 minutes. The resulting mixture was dissolved in chloroform (100 ml), washed with 1N sodium hydroxide (2×25 ml), dried (MgSO4) and evaporated to give the title compound as a gum (17.65 g). T.l.c. system B, Rf 0.60. The reactants are C1(CCCCC1)C(C(=O)O)N1CCC(CC1)(CCN1[C@H]2CC(C[C@@H]1CC2)N2C(=NC1=C2C=CC=C1)C)C1=CC(=CC=C1)F (cyclohexyl(4-(3-fluorophenyl)-4-{2-[(1R,5S)-3-(2-methyl-1H-benzimidazol-1-yl)-8-azabicyclo[3.2.1]oct-8-yl]ethyl}piperidin-1-yl)acetic acid), CN (methylamine), solution, ON1N=NC2=C1C=CC=C2 (N-hydroxybenzotriazole), CN1CCOCC1 (N-methylmorpholine), C(CCl)Cl (EDC). Run in CCOC(=O)C (EtOAc), C1CCOC1 (THF), CN(C)C=O (DMF). Reaction conditions: time 24 hour. Yields the product C1(CCCCC1)C(C(=O)NC)N1CCC(CC1)(CCN1[C@H]2CC(C[C@@H]1CC2)N2C(=NC1=C2C=CC=C1)C)C1=CC(=CC=C1)F (2-cyclohexyl-2-(4-(3-fluorophenyl)-4-{2-[(1R,5S)-3-(2-methyl-1H-benzimidazol-1-yl)-8-azabicyclo[3.2.1]oct-8-yl]ethyl}piperidin-1-yl)-N-methylacetamide). Isolated yield 36.5%. RXN SMILES: [CH:1]1([CH:7]([N:11]2[CH2:16][CH2:15][C:14]([C:37]3[CH:42]=[CH:41][CH:40]=[C:39]([F:43])[CH:38]=3)([CH2:17][CH2:18][N:19]3[C@H:24]4[CH2:25][CH2:26][C@@H:20]3[CH2:21][CH:22]([N:27]3[C:31]5[CH:32]=[CH:33][CH:34]=[CH:35][C:30]=5[N:29]=[C:28]3[CH3:36])[CH2:23]4)[CH2:13][CH2:12]2)[C:8](O)=[O:9])[CH2:6][CH2:5][CH2:4][CH2:3][CH2:2]1.CN.O[N:47]1[C:51]2C=CC=CC=2N=N1.CN1CCOCC1.C(Cl)CCl>C1COCC1.CN(C=O)C.CCOC(C)=O>[CH:1]1([CH:7]([N:11]2[CH2:12][CH2:13][C:14]([C:37]3[CH:42]=[CH:41][CH:40]=[C:39]([F:43])[CH:38]=3)([CH2:17][CH2:18][N:19]3[C@H:20]4[CH2:26][CH2:25][C@@H:24]3[CH2:23][CH:22]([N:27]3[C:31]5[CH:32]=[CH:33][CH:34]=[CH:35][C:30]=5[N:29]=[C:28]3[CH3:36])[CH2:21]4)[CH2:15][CH2:16]2)[C:8]([NH:47][CH3:51])=[O:9])[CH2:2][CH2:3][CH2:4][CH2:5][CH2:6]1. Procedure: To a solution of cyclohexyl(4-(3-fluorophenyl)-4-{2-[(1R,5S)-3-(2-methyl-1H-benzimidazol-1-yl)-8-azabicyclo[3.2.1]oct-8-yl]ethyl}piperidin-1-yl)acetic acid (22.0 mg, 0.037 mmol), methylamine (0.056 mL of a 2M solution in THF, 0.11 mmol), N-hydroxybenzotriazole (10.1 mg, 0.075 mmol) and N-methylmorpholine (0.10 mL, 0.094 mmol) in 1 mL DMF was added EDC (14 mg, 0.075 mmol). The reaction mixture was stirred for 24 h, then diluted with 4:1 EtOAc:hex and washed with saturated aqueous NaHCO3, dried (N... The reactants are N#Cc1cc(Cl)ccc1CBr, CCN(C(C)C)C(C)C, ClCCl, Cl, FC1(F)CNC1. Product: N#Cc1cc(Cl)ccc1CN1CC(F)(F)C1. Reaction SMILES: [Br:17][CH2:18][c:19]1[c:20]([C:21]#[N:22])[cH:23][c:24]([Cl:27])[cH:25][cH:26]1.[CH:1]([N:2]([CH2:3][CH3:4])[CH:5]([CH3:6])[CH3:7])([CH3:8])[CH3:9].[Cl:28][CH2:29][Cl:30].[ClH:10].[F:11][C:12]1([F:16])[CH2:13][NH:14][CH2:15]1>>[F:11][C:12]1([F:16])[CH2:13][N:14]([CH2:18][c:19]2[c:20]([C:21]#[N:22])[cH:23][c:24]([Cl:27])[cH:25][cH:26]2)[CH2:15]1. Reactants: O=C1CCC(=O)N1Br, ClC(Cl)(Cl)Cl, Cc1ccc(F)cc1S(=O)(=O)N(C)C, CC(C)(C#N)N=NC(C)(C)C#N. The product is CN(C)S(=O)(=O)c1cc(F)ccc1CBr. As a reaction SMILES: [Br:15][N:16]1[C:17](=[O:18])[CH2:19][CH2:20][C:21]1=[O:22].[Cl:35][C:36]([Cl:37])([Cl:38])[Cl:39].[F:1][c:2]1[cH:3][cH:4][c:5]([CH3:14])[c:6]([S:8](=[O:9])(=[O:10])[N:11]([CH3:12])[CH3:13])[cH:7]1.[N:23]([C:24]([CH3:25])([CH3:26])[C:27]#[N:28])=[N:29][C:30]([CH3:31])([CH3:32])[C:33]#[N:34]>>[F:1][c:2]1[cH:3][cH:4][c:5]([CH2:14][Br:15])[c:6]([S:8](=[O:9])(=[O:10])[N:11]([CH3:12])[CH3:13])[cH:7]1. The reactants are N1C(=CC2=CC=CC=C12)C(=O)O (indole-2-carboxylic acid), CN(C=O)C (N,N-dimethylformamide), S(=O)(Cl)Cl (thionyl chloride). Solvent: ClCCl (dichloromethane). Product: N1C(=CC2=CC=CC=C12)C(=O)Cl (2-indolylcarbonyl chloride). RXN SMILES: [NH:1]1[C:9]2[C:4](=[CH:5][CH:6]=[CH:7][CH:8]=2)[CH:3]=[C:2]1[C:10]([OH:12])=O.CN(C)C=O.S(Cl)([Cl:20])=O>ClCCl>[NH:1]1[C:9]2[C:4](=[CH:5][CH:6]=[CH:7][CH:8]=2)[CH:3]=[C:2]1[C:10]([Cl:20])=[O:12]. Procedure: A mixture of indole-2-carboxylic acid (2.18 g), N,N-dimethylformamide (52 mg) and thionyl chloride (1.0 ml) in dry dichloromethane (22 ml) was refluxed for 1 hour to give a solution of 2-indolylcarbonyl chloride. The reactants are C(CC(=O)OCC)(=O)OCC (diethyl malonate), ClC1=CC=C(C=C1)CCl ((4-chlorophenyl) methyl chloride), [O-]CC.[Na+] (sodium ethoxide). Solvent: C(C)O (ethanol). The product is C(C)OC(C(C(=O)OCC)CC1=CC=C(C=C1)Cl)=O (2-[(4-chlorophenyl)methyl]malonic acid diethyl ester). The yield is 84.9%. As a reaction SMILES: [O-]CC.[Na+].[C:5]([O:13][CH2:14][CH3:15])(=[O:12])[CH2:6][C:7]([O:9][CH2:10][CH3:11])=[O:8].[Cl:16][C:17]1[CH:22]=[CH:21][C:20]([CH2:23]Cl)=[CH:19][CH:18]=1>C(O)C>[CH2:14]([O:13][C:5](=[O:12])[CH:6]([CH2:23][C:20]1[CH:21]=[CH:22][C:17]([Cl:16])=[CH:18][CH:19]=1)[C:7]([O:9][CH2:10][CH3:11])=[O:8])[CH3:15] |f:0.1|. Procedure: 60.17 g of sodium ethoxide were dissolved in 1127 ml of ethanol. To this solution, 336.4 g of diethyl malonate and 115.0 g of (4-chlorophenyl) methyl chloride were added and the mixture was refluxed for 2 hours. After the reaction was completed, the solvent was removed under reduced pressure and water was added to the residue. After extraction with ethyl acetate, the ethyl acetate was dried with sodium sulfate anhydride. After removing the solvent under reduced pressure and purification with dis... Yields the product Cc1c2c(c(C(O)c3ccc(C(C)C)cc3)c(C)c1NC(=O)OC(C)(C)C)OC(C)(C)C2. RXN SMILES: [Br:1][c:2]1[c:3]([CH3:22])[c:4]([NH:14][C:15]([O:16][C:17]([CH3:18])([CH3:19])[CH3:20])=[O:21])[c:5]([CH3:13])[c:6]2[c:10]1[O:9][C:8]([CH3:11])([CH3:12])[CH2:7]2.[CH2:23]([Li:24])[CH2:25][CH2:26][CH3:27].[CH2:40]1[O:41][CH2:42][CH2:43][CH2:44]1.[CH:28]([CH3:29])([CH3:30])[c:31]1[cH:32][cH:33][c:34]([CH:35]=[O:36])[cH:37][cH:38]1.[OH2:39]>>[c:2]1([CH:35]([c:34]2[cH:33][cH:32][c:31]([CH:28]([CH3:29])[CH3:30])[cH:38][cH:37]2)[OH:36])[c:3]([CH3:22])[c:4]([NH:14][C:15]([O:16][C:17]([CH3:18])([CH3:19])[CH3:20])=[O:21])[c:5]([CH3:13])[c:6]2[c:10]1[O:9][C:8]([CH3:11])([CH3:12])[CH2:7]2. The reactants are Cc1c(Br)c2c(c(C)c1NC(=O)OC(C)(C)C)CC(C)(C)O2, [Li]CCCC, C1CCOC1, CC(C)c1ccc(C=O)cc1, O.